describe an organic reaction: reactants, conditions, products, and yield From a dataset of the Open Reaction Database (ORD), a public repository of structured organic reaction records. Reactants: 24.2, CC(C1=CC=CC=C1)C1=CC=C(C(C(=O)O)=C1)O (5-α-methylbenzylsalicylic acid), CC=1C=CC=CC1C (o-xylene), C=O (formalin), S(O)(O)(=O)=O (sulfuric acid). Run in C(C)(=O)O (acetic acid). The product is 35, CC(C1=CC=CC=C1)C1=CC=C(C(C(=O)O)=C1)O.C1(=C(C(=CC=C1)C=O)C)C (5-α-methylbenzylsalicylic acid o-xylene-formaldehyde). Reaction SMILES: [CH3:1][CH:2]([C:9]1[CH:17]=[C:13]([C:14]([OH:16])=[O:15])[C:12]([OH:18])=[CH:11][CH:10]=1)[C:3]1[CH:8]=[CH:7][CH:6]=[CH:5][CH:4]=1.[CH3:19][C:20]1[CH:21]=[CH:22][CH:23]=[CH:24][C:25]=1[CH3:26].[CH2:27]=[O:28].S(=O)(=O)(O)O>C(O)(=O)C>[CH3:1][CH:2]([C:9]1[CH:17]=[C:13]([C:14]([OH:16])=[O:15])[C:12]([OH:18])=[CH:11][CH:10]=1)[C:3]1[CH:4]=[CH:5][CH:6]=[CH:7][CH:8]=1.[C:20]1([CH3:19])[CH:21]=[CH:22][CH:23]=[C:24]([CH:27]=[O:28])[C:25]=1[CH3:26] |f:5.6|. Procedure: To a mixture of 24.2 parts of 5-α-methylbenzylsalicylic acid, 21.2 parts of o-xylene, 8.9 parts of 37% formalin and 25 parts of acetic acid was added 4.0 parts of 95% sulfuric acid (catalyst). After being heated under reflux for 5 hours, the reaction mixture was washed with water, and unreacted o-xylene and water were removed by vacuum distillation to give 35 parts of 5-α-methylbenzylsalicylic acid-o-xylene-formaldehyde co-condensation product. 10 parts of the co-condensation product was convert... The reactants are C1(CC1)NC1CCN(CC1)C1=NC=C(C=C1F)C(F)(F)F (cyclopropyl-(3′-fluoro-5′-trifluoromethyl-3,4,5,6-tetrahydro-2H-[1,2′]bipyridinyl-4-yl)-amine), FC=1C=C(C(=O)O)C=CC1N1N=CN=C1C (3-fluoro-4-(5-methyl-[1,2,4]triazol-1-yl)-benzoic acid). The product is C1(CC1)N(C(C1=CC(=C(C=C1)N1N=CN=C1C)F)=O)C1CCN(CC1)C1=NC=C(C=C1F)C(F)(F)F (N-Cyclopropyl-3-fluoro-N-(3′-fluoro-5′-trifluoromethyl-3,4,5,6-tetrahydro-2H-[1,2′]bipyridinyl-4-yl)-4-(5-methyl-[1,2,4]triazol-1-yl)-benzamide). As a reaction SMILES: [CH:1]1([NH:4][CH:5]2[CH2:10][CH2:9][N:8]([C:11]3[C:16]([F:17])=[CH:15][C:14]([C:18]([F:21])([F:20])[F:19])=[CH:13][N:12]=3)[CH2:7][CH2:6]2)[CH2:3][CH2:2]1.[F:22][C:23]1[CH:24]=[C:25]([CH:29]=[CH:30][C:31]=1[N:32]1[C:36]([CH3:37])=[N:35][CH:34]=[N:33]1)[C:26](O)=[O:27]>>[CH:1]1([N:4]([CH:5]2[CH2:10][CH2:9][N:8]([C:11]3[C:16]([F:17])=[CH:15][C:14]([C:18]([F:20])([F:19])[F:21])=[CH:13][N:12]=3)[CH2:7][CH2:6]2)[C:26](=[O:27])[C:25]2[CH:29]=[CH:30][C:31]([N:32]3[C:36]([CH3:37])=[N:35][CH:34]=[N:33]3)=[C:23]([F:22])[CH:24]=2)[CH2:2][CH2:3]1. Reported procedure: The title compound is prepared from cyclopropyl-(3′-fluoro-5′-trifluoromethyl-3,4,5,6-tetrahydro-2H-[1,2′]bipyridinyl-4-yl)-amine and 3-fluoro-4-(5-methyl-[1,2,4]triazol-1-yl)-benzoic acid following a procedure analogous to that described in Example 90. LC (method 19): tR=4.64 min; Mass spectrum (ESI+): m/z=507 [M+H]+. Starting materials: Cl.C(C1=CC=CC=C1)OC1=CC=C(N)C=C1 (4-Benzyloxyaniline hydrochloride), BrCC(=O)OCC1=CC=CC=C1 (benzyl bromoacetate), C(C)(=O)[O-].[Na+] (Sodium acetate), C([O-])([O-])=O.[K+].[K+] (potassium carbonate). Solvent: CN(C=O)C (dimethylformamide). Reaction conditions: time 8 hour. The product is C1(=CC=CC=C1)COC(CNC1=CC=C(C=C1)OCC1=CC=CC=C1)=O (N-[2-(Phenylmethoxy)-2-oxoethyl]-4-benzyloxyaniline). Yield: 64.9%. As a reaction SMILES: Cl.[CH2:2]([O:9][C:10]1[CH:16]=[CH:15][C:13]([NH2:14])=[CH:12][CH:11]=1)[C:3]1[CH:8]=[CH:7][CH:6]=[CH:5][CH:4]=1.Br[CH2:18][C:19]([O:21][CH2:22][C:23]1[CH:28]=[CH:27][CH:26]=[CH:25][CH:24]=1)=[O:20].C([O-])(=O)C.[Na+].C(=O)([O-])[O-].[K+].[K+]>CN(C)C=O>[C:23]1([CH2:22][O:21][C:19](=[O:20])[CH2:18][NH:14][C:13]2[CH:12]=[CH:11][C:10]([O:9][CH2:2][C:3]3[CH:4]=[CH:5][CH:6]=[CH:7][CH:8]=3)=[CH:16][CH:15]=2)[CH:28]=[CH:27][CH:26]=[CH:25][CH:24]=1 |f:0.1,3.4,5.6.7|. Procedure: 4-Benzyloxyaniline hydrochloride (5.893 g, 25 mmol) was added to a solution of benzyl bromoacetate (4.0 ml, 25 mmol) in 25 ml of dry dimethylformamide. Sodium acetate (2.051 g, 25 mmole) and 13.82 g (0.1 mole) of potassium carbonate were added, and the reaction mixture was stirred at room temperature overnight. The reaction mixture was extracted from water with three portions of ethyl acetate. The combined organic layers were washed with water and dried over sodium sulfate. The volatiles were re... Reactants: COC(=O)c1ccc(Br)cc1C, O=C([O-])[O-], C1CCNC1, Cc1ccccc1, CCOC(C)=O, O=C(C=Cc1ccccc1)C=Cc1ccccc1, O=C(C=Cc1ccccc1)C=Cc1ccccc1, O=C(C=Cc1ccccc1)C=Cc1ccccc1, [Cs+], [Cs+], O, [Pd], [Pd]. Yields the product COC(=O)c1ccc(N2CCCC2)cc1C. Reaction SMILES: [Br:1][c:2]1[cH:3][c:4]([CH3:12])[c:5]([C:6](=[O:7])[O:8][CH3:9])[cH:10][cH:11]1.[C:18](=[O:19])([O-:20])[O-:21].[CH2:13]1[CH2:14][CH2:15][NH:16][CH2:17]1.[CH3:25][c:26]1[cH:27][cH:28][cH:29][cH:30][cH:31]1.[CH3:88][CH2:89][O:90][C:91]([CH3:92])=[O:93].[CH:34](=[CH:35][C:36]([CH:37]=[CH:38][c:39]1[cH:40][cH:41][cH:42][cH:43][cH:44]1)=[O:45])[c:46]1[cH:47][cH:48][cH:49][cH:50][cH:51]1.[CH:52](=[CH:53][C:54]([CH:55]=[CH:56][c:57]1[cH:58][cH:59][cH:60][cH:61][cH:62]1)=[O:63])[c:64]1[cH:65][cH:66][cH:67][cH:68][cH:69]1.[CH:70](=[CH:71][C:72]([CH:73]=[CH:74][c:75]1[cH:76][cH:77][cH:78][cH:79][cH:80]1)=[O:81])[c:82]1[cH:83][cH:84][cH:85][cH:86][cH:87]1.[Cs+:22].[Cs+:23].[OH2:24].[Pd:32].[Pd:33]>>[c:2]1([N:16]2[CH2:15][CH2:14][CH2:13][CH2:17]2)[cH:3][c:4]([CH3:12])[c:5]([C:6](=[O:7])[O:8][CH3:9])[cH:10][cH:11]1. Reactants: [Al+3], CCOC(C)=O, CCCC(C(=O)N(C)OC)N(Cc1ccccc1)Cc1ccccc1, CCCCCC, [H-], [H-], [H-], [H-], [Li+], C1CCOC1. Product: CCCC(C=O)N(Cc1ccccc1)Cc1ccccc1. Reaction SMILES: [Al+3:2].[C:38]([O:39][CH2:40][CH3:41])(=[O:42])[CH3:43].[CH2:7]([c:8]1[cH:9][cH:10][cH:11][cH:12][cH:13]1)[N:14]([CH:15]([C:16](=[O:17])[N:18]([O:19][CH3:20])[CH3:21])[CH2:22][CH2:23][CH3:24])[CH2:25][c:26]1[cH:27][cH:28][cH:29][cH:30][cH:31]1.[CH3:32][CH2:33][CH2:34][CH2:35][CH2:36][CH3:37].[H-:1].[H-:4].[H-:5].[H-:6].[Li+:3].[O:44]1[CH2:45][CH2:46][CH2:47][CH2:48]1>>[CH2:7]([c:8]1[cH:9][cH:10][cH:11][cH:12][cH:13]1)[N:14]([CH:15]([CH:16]=[O:17])[CH2:22][CH2:23][CH3:24])[CH2:25][c:26]1[cH:27][cH:28][cH:29][cH:30][cH:31]1. Reactants: CS(C)=O, [Cl-], [Na+], O, CCOC(=O)C(C(=O)OCC)c1ncccn1. Product: CCOC(=O)Cc1ncccn1. Reaction SMILES: [CH3:18][S:19](=[O:20])[CH3:21].[Cl-:23].[Na+:22].[OH2:24].[n:1]1[c:2]([CH:7]([C:8](=[O:9])[O:10][CH2:11][CH3:12])[C:13]([O:14][CH2:15][CH3:16])=[O:17])[n:3][cH:4][cH:5][cH:6]1>>[n:1]1[c:2]([CH2:7][C:8](=[O:9])[O:10][CH2:11][CH3:12])[n:3][cH:4][cH:5][cH:6]1. Reactants: C(#N)C1=C(C(=C2N1CCN(C2)C(=O)OC(C)(C)C)C(=O)N2C=NC=C2)C2=CC(=CC=C2)F (tert-butyl 6-cyano-7-(3-fluorophenyl)-8-(1H-imidazol-1-ylcarbonyl)-3,4-dihydropyrrolo[1,2-a]pyrazine-2(1H)-carboxylate), N (ammonia). Run in O (water). Reaction conditions: temperature 50 celsius, time 1 hour. The product is C(N)(=O)C=1C(=C(N2C1CN(CC2)C(=O)OC(C)(C)C)C#N)C2=CC(=CC=C2)F (tert-butyl 8-carbamoyl-6-cyano-7-(3-fluorophenyl)-3,4-dihydropyrrolo[1,2-a]pyrazine-2(1H)-carboxylate). The yield is 88.1%. Reaction SMILES: [C:1]([C:3]1[N:7]2[CH2:8][CH2:9][N:10]([C:12]([O:14][C:15]([CH3:18])([CH3:17])[CH3:16])=[O:13])[CH2:11][C:6]2=[C:5]([C:19]([N:21]2C=CN=C2)=[O:20])[C:4]=1[C:26]1[CH:31]=[CH:30][CH:29]=[C:28]([F:32])[CH:27]=1)#[N:2].N>O>[C:19]([C:5]1[C:4]([C:26]2[CH:31]=[CH:30][CH:29]=[C:28]([F:32])[CH:27]=2)=[C:3]([C:1]#[N:2])[N:7]2[CH2:8][CH2:9][N:10]([C:12]([O:14][C:15]([CH3:18])([CH3:17])[CH3:16])=[O:13])[CH2:11][C:6]=12)(=[O:20])[NH2:21]. Reported procedure: To 1.35 g (3.10 mmol) of tert-butyl 6-cyano-7-(3-fluorophenyl)-8-(1H-imidazol-1-ylcarbonyl)-3,4-dihydropyrrolo[1,2-a]pyrazine-2(1H)-carboxylate in an autoclave are added 10 ml of 30% aqueous ammonia. The mixture is stirred for 1 hour at 50° C. and, after cooling, is poured into 60 ml of water, to give 1.05 g of tert-butyl 8-carbamoyl-6-cyano-7-(3-fluorophenyl)-3,4-dihydropyrrolo[1,2-a]pyrazine-2(1H)-carboxylate after drying over potassium hydroxide. Reactants: CC(=O)O[BH-](OC(C)=O)OC(C)=O, NC1CCN(Cc2ccccc2)CC1, COc1ccc2c(c1)CC(=O)CC2, CC(Cl)Cl, [Na+]. The product is COc1ccc2c(c1)CC(NC1CCN(Cc3ccccc3)CC1)CC2. RXN SMILES: [C:28]([O:29][BH-:30]([O:31][C:32](=[O:33])[CH3:34])[O:35][C:36](=[O:37])[CH3:38])(=[O:39])[CH3:40].[CH2:14]([c:15]1[cH:16][cH:17][cH:18][cH:19][cH:20]1)[N:21]1[CH2:22][CH2:23][CH:24]([NH2:27])[CH2:25][CH2:26]1.[CH3:1][O:2][c:3]1[cH:4][cH:5][c:6]2[c:11]([cH:12]1)[CH2:10][C:9](=[O:13])[CH2:8][CH2:7]2.[Cl:42][CH:43]([Cl:44])[CH3:45].[Na+:41]>>[CH3:1][O:2][c:3]1[cH:4][cH:5][c:6]2[c:11]([cH:12]1)[CH2:10][CH:9]([NH:27][CH:24]1[CH2:23][CH2:22][N:21]([CH2:14][c:15]3[cH:16][cH:17][cH:18][cH:19][cH:20]3)[CH2:26][CH2:25]1)[CH2:8][CH2:7]2. Reactants: C(C)OC(=O)C=1C(=C2C(=C(N1)C#N)N(C(=C2Cl)Cl)CCC2=CC=CC=C2)O (2,3-dichloro-7-cyano-4-hydroxy-1-phenethyl-1H-pyrrolo[2,3-c]pyridine-5-carboxylic acid ethyl ester), NCC(=O)O (glycine), C[O-].[Na+].CO (NaOMe HOMe). The product is ClC1=C(C=2C(=C(N=C(C2O)C(=O)NCC(=O)O)C#N)N1CCC1=CC=CC=C1)Cl ([(2,3-Dichloro-7-cyano-4-hydroxy-1-phenethyl-1H-pyrrolo[2,3-c]pyridine-5-carbonyl)-amino]-acetic acid). As a reaction SMILES: C(O[C:4]([C:6]1[C:7]([OH:27])=[C:8]2[C:16]([Cl:17])=[C:15]([Cl:18])[N:14]([CH2:19][CH2:20][C:21]3[CH:26]=[CH:25][CH:24]=[CH:23][CH:22]=3)[C:9]2=[C:10]([C:12]#[N:13])[N:11]=1)=[O:5])C.[NH2:28][CH2:29][C:30]([OH:32])=[O:31].C[O-].[Na+].CO>>[Cl:18][C:15]1[N:14]([CH2:19][CH2:20][C:21]2[CH:22]=[CH:23][CH:24]=[CH:25][CH:26]=2)[C:9]2=[C:10]([C:12]#[N:13])[N:11]=[C:6]([C:4]([NH:28][CH2:29][C:30]([OH:32])=[O:31])=[O:5])[C:7]([OH:27])=[C:8]2[C:16]=1[Cl:17] |f:2.3.4|. Procedure details: Prepared in analogy to that of Example 1(e) from 2,3-dichloro-7-cyano-4-hydroxy-1-phenethyl-1H-pyrrolo[2,3-c]pyridine-5-carboxylic acid ethyl ester, glycine and NaOMe/HOMe. The title compound, ESI MS (m/z): 433 (M+H)+. The reactants are C(#N)C=1C=C(C=CC1OC(C)C)C1=NC(=NO1)C1=C2CC[C@@H](C2=CC=C1)N[C@H](C(=O)OC)C ((S)-methyl 2-(((S)-4-(5-(3-cyano-4-isopropoxyphenyl)-1,2,4-oxadiazol-3-yl)-2,3-dihydro-1H-inden-1-yl)amino)propanoate), [BH4-].[Na+] (NaBH4), [BH4-].[Na+] (NaBH4). Solvent: Cl (HCl), CO (MeOH). Product: OC[C@H](C)N[C@H]1CCC2=C(C=CC=C12)C1=NOC(=N1)C=1C=CC(=C(C#N)C1)OC(C)C (5-(3-((S)-1-(((S)-1-hydroxypropan-2-yl)amino)-2,3-dihydro-1H-inden-4-yl)-1,2,4-oxadia-zol-5-yl)-2-isopropoxybenzonitrile). The yield is 41.3%. As a reaction SMILES: [C:1]([C:3]1[CH:4]=[C:5]([C:13]2[O:17][N:16]=[C:15]([C:18]3[CH:26]=[CH:25][CH:24]=[C:23]4[C:19]=3[CH2:20][CH2:21][C@@H:22]4[NH:27][C@@H:28]([CH3:33])[C:29](OC)=[O:30])[N:14]=2)[CH:6]=[CH:7][C:8]=1[O:9][CH:10]([CH3:12])[CH3:11])#[N:2].[BH4-].[Na+]>CO.Cl>[OH:30][CH2:29][C@@H:28]([NH:27][C@@H:22]1[C:23]2[C:19](=[C:18]([C:15]3[N:14]=[C:13]([C:5]4[CH:6]=[CH:7][C:8]([O:9][CH:10]([CH3:12])[CH3:11])=[C:3]([CH:4]=4)[C:1]#[N:2])[O:17][N:16]=3)[CH:26]=[CH:25][CH:24]=2)[CH2:20][CH2:21]1)[CH3:33] |f:1.2|. Procedure details: To a solution of (S)-methyl 2-(((S)-4-(5-(3-cyano-4-isopropoxyphenyl)-1,2,4-oxadiazol-3-yl)-2,3-dihydro-1H-inden-1-yl)amino)propanoate (33 mg, 0.07 mmol) in MeOH (2 mL) at 0° C. was added NaBH4 (14 mg, 0.4 mmol). The reaction was allowed to warm to room temperature after 1 h. Incremental amounts of NaBH4 (˜10-15 mg each) were added at 1 h intervals until LC/MS indicated >80% conversion to product. The reaction mixture was diluted with 1N HCl and extracted with DCM (2×). The combined organic laye...